From a dataset of the Open Reaction Database (ORD), a public repository of structured organic reaction records. describe an organic reaction: reactants, conditions, products, and yield The reactants are COC(CN)OC (aminoacetaldehyde dimethylacetal), O1CCCC1 (tetrahydrofuran), CC(CC(C)=O)=O (2,4-pentanedione). Run in O (water). Reaction conditions: time 8 hour. Yields the product COC(CNC(=CC(C)=O)C)OC (4-(2,2-bis(methoxy)ethylamino)-3-penten-2-one). RXN SMILES: [CH3:1][O:2][CH:3]([O:6][CH3:7])[CH2:4][NH2:5].O1CCCC1.[CH3:13][C:14](=O)[CH2:15][C:16](=[O:18])[CH3:17]>O>[CH3:1][O:2][CH:3]([O:6][CH3:7])[CH2:4][NH:5][C:14]([CH3:13])=[CH:15][C:16](=[O:18])[CH3:17]. Procedure: 21.0 g of aminoacetaldehyde dimethylacetal (0.2 moles) were dissolved into 100 ml of tetrahydrofuran to which 20.0 g of 2,4-pentanedione (0.2 moles) were added dropwise over 5 minutes. The resulting mixture was then stirred overnight after which time the solvent and water of condensation formed during the reaction was removed by vacuum distillation. The final product was then vacuum distilled as a clear liquid. Yield of MeC(O)CH2C(NCH2CH(OMe)2)Me=25.0 g (72% of theoretical). Reactants: CC1=CC=C(CNC(=O)C=2N=C(NC2CCC)I)C=C1 (2-Iodo-5-propyl-1H-imidazole-4-carboxylic acid 4-methylbenzylamide). The solvent is CO (CH3OH). Product: CC1=CC=C(CNC(=O)C=2N=C(NC2CCC)C=2NC(=C(N2)C(=O)NCC2=CC=C(C=C2)C)CCC)C=C1 (5,5′-Dipropyl-1H,1′H-[2,2′]biimidazolyl-4,4′-dicarboxylic acid bis(4-methylbenzylamide)). Yield: 97.5%. RXN SMILES: [CH3:1][C:2]1[CH:20]=[CH:19][C:5]([CH2:6][NH:7][C:8]([C:10]2[N:11]=[C:12](I)[NH:13][C:14]=2[CH2:15][CH2:16][CH3:17])=[O:9])=[CH:4][CH:3]=1>CO>[CH3:1][C:2]1[CH:20]=[CH:19][C:5]([CH2:6][NH:7][C:8]([C:10]2[N:11]=[C:12]([C:12]3[NH:13][C:14]([CH2:15][CH2:16][CH3:17])=[C:10]([C:8]([NH:7][CH2:6][C:5]4[CH:19]=[CH:20][C:2]([CH3:1])=[CH:3][CH:4]=4)=[O:9])[N:11]=3)[NH:13][C:14]=2[CH2:15][CH2:16][CH3:17])=[O:9])=[CH:4][CH:3]=1. Procedure: Iodide 6c (0.45 g; 1.2 mmol) was used as starting material. After cooling to rt, the reaction mixture was diluted with CH3OH and filtered. The filtrate was evaporated under vacuum, and the residue was triturated with CH3CN. The solid that remained undissolved was collected by filtration and washed with CH3CN to afford 0.30 g (38%) of 1c as an off-white microcrystalline solid. An analytical sample was recrystallized from CH3OH. mp 226–227 C; TLC (CH2Cl2-EtOAc, 1:1): Rf=0.60; 1H NMR (CD2Cl2): δ 0.... The reactants are N1(C=NC=C1)C[C@H](C1=CC=CC=C1)OC1=C(C=2CCCC(C2C=C1)=O)CS(=O)(=O)C1=CC=C(C(=O)O)C=C1 (4-{[(2-{[(1S)-2-(1H-imidazol-1-yl)-1-phenylethyl]oxy}-5-oxo-5,6,7,8-tetrahydro-1-naphthalenyl)methyl]sulfonyl}benzoic acid), N[C@@H](CO)CC ((R)-2-amino-1-butanol). The product is OC[C@@H](CC)NC(C1=CC=C(C=C1)S(=O)(=O)CC1=C(C=CC=2C(CCCC12)=O)O[C@H](CN1C=NC=C1)C1=CC=CC=C1)=O (N-[(1R)-1-(Hydroxymethyl)propyl]-4-{[(2-{[(1S)-2-(1H-imidazol-1-yl)-1-phenylethyl]oxy}-5-oxo-5,6,7,8-tetrahydro-1-naphthalenyl)methyl]sulfonyl}benzamide). Yield: 58.2%. Reaction SMILES: [N:1]1([CH2:6][C@@H:7]([O:14][C:15]2[CH:24]=[CH:23][C:22]3[C:21](=[O:25])[CH2:20][CH2:19][CH2:18][C:17]=3[C:16]=2[CH2:26][S:27]([C:30]2[CH:38]=[CH:37][C:33]([C:34](O)=[O:35])=[CH:32][CH:31]=2)(=[O:29])=[O:28])[C:8]2[CH:13]=[CH:12][CH:11]=[CH:10][CH:9]=2)[CH:5]=[CH:4][N:3]=[CH:2]1.[NH2:39][C@H:40]([CH2:43][CH3:44])[CH2:41][OH:42]>>[OH:42][CH2:41][C@H:40]([NH:39][C:34](=[O:35])[C:33]1[CH:32]=[CH:31][C:30]([S:27]([CH2:26][C:16]2[C:17]3[CH2:18][CH2:19][CH2:20][C:21](=[O:25])[C:22]=3[CH:23]=[CH:24][C:15]=2[O:14][C@@H:7]([C:8]2[CH:13]=[CH:12][CH:11]=[CH:10][CH:9]=2)[CH2:6][N:1]2[CH:5]=[CH:4][N:3]=[CH:2]2)(=[O:28])=[O:29])=[CH:38][CH:37]=1)[CH2:43][CH3:44]. Procedure details: Using the method in Example 172, 4-{[(2-{[(1S)-2-(1H-imidazol-1-yl)-1-phenylethyl]oxy}-5-oxo-5,6,7,8-tetrahydro-1-naphthalenyl)methyl]sulfonyl}benzoic acid (53 mg, 0.10 mmol, 0.20M in DMF) and (R)-2-amino-1-butanol (45 mg, 0.50 mmol, 1.0M in DMF) were combined to give 35 mg of the desired compound: Low resolution mass spectrum (LC-MS, APCI) m/z 602 [M+H]+. The product is C(C)(=O)N1C[C@@H](CC1)NC(=O)C1=CNC2=C1N=CN=C2C2=C(C=C(C(=C2)OC)F)OCC2CC2 (4-(2-Cyclopropylmethoxy-4-fluoro-5-methoxy-phenyl)-5H-pyrrolo[3,2-d]pyrimidine-7-carboxylic acid ((R)-1-acetyl-pyrrolidin-3-yl)-amide). The reactants are Cl.N1C[C@@H](CC1)NC(=O)C1=CNC2=C1N=CN=C2C2=C(C=C(C(=C2)OC)F)OCC2CC2 (4-(2-Cyclopropylmethoxy-4-fluoro-5-methoxy-phenyl)-5H-pyrrolo[3,2-d]pyrimidine-7-carboxylic acid (R)-pyrrolidin-3-ylamide hydrochloride), C(C)(=O)Cl (acetyl chloride). Procedure: Starting from 4-(2-Cyclopropylmethoxy-4-fluoro-5-methoxy-phenyl)-5H-pyrrolo[3,2-d]pyrimidine-7-carboxylic acid (R)-pyrrolidin-3-ylamide hydrochloride (example A165) and acetyl chloride the title compound is obtained as colorless MS (ESI): m/z=426 (MH+, 100%). Reaction SMILES: Cl.[NH:2]1[CH2:6][CH2:5][C@@H:4]([NH:7][C:8]([C:10]2[C:14]3[N:15]=[CH:16][N:17]=[C:18]([C:19]4[CH:24]=[C:23]([O:25][CH3:26])[C:22]([F:27])=[CH:21][C:20]=4[O:28][CH2:29][CH:30]4[CH2:32][CH2:31]4)[C:13]=3[NH:12][CH:11]=2)=[O:9])[CH2:3]1.[C:33](Cl)(=[O:35])[CH3:34]>>[C:33]([N:2]1[CH2:6][CH2:5][C@@H:4]([NH:7][C:8]([C:10]2[C:14]3[N:15]=[CH:16][N:17]=[C:18]([C:19]4[CH:24]=[C:23]([O:25][CH3:26])[C:22]([F:27])=[CH:21][C:20]=4[O:28][CH2:29][CH:30]4[CH2:31][CH2:32]4)[C:13]=3[NH:12][CH:11]=2)=[O:9])[CH2:3]1)(=[O:35])[CH3:34] |f:0.1|. Starting materials: C(C)OC(CC(=O)OCC)C1=CC=C(C=C1)O (Ethyl 3-ethoxy-3-(4-hydroxyphenyl)propionate), FC(OC=1C=C(CO)C=CC1)(F)F (3-trifluoromethoxybenzyl alcohol), C1(=CC=CC=C1)P(C1=CC=CC=C1)C1=CC=CC=C1 (triphenylphosphine), C1(=CC=CC=C1)C.N(=NC(=O)OCC)C(=O)OCC (diethyl azodicarboxylate toluene). Run in O1CCCC1 (tetrahydrofuran). Reaction conditions: time 4 hour. Yields the product C(C)OC(CC(=O)OCC)C1=CC=C(C=C1)OCC1=CC(=CC=C1)OC(F)(F)F (Ethyl 3-ethoxy-3-(4-{[3-(trifluoromethoxy)benzyl]oxy}phenyl)propionate). RXN SMILES: [CH2:1]([O:3][CH:4]([C:11]1[CH:16]=[CH:15][C:14]([OH:17])=[CH:13][CH:12]=1)[CH2:5][C:6]([O:8][CH2:9][CH3:10])=[O:7])[CH3:2].[F:18][C:19]([F:30])([F:29])[O:20][C:21]1[CH:22]=[C:23]([CH:26]=[CH:27][CH:28]=1)[CH2:24]O.C1(P(C2C=CC=CC=2)C2C=CC=CC=2)C=CC=CC=1.C1(C)C=CC=CC=1.N(C(OCC)=O)=NC(OCC)=O>O1CCCC1>[CH2:1]([O:3][CH:4]([C:11]1[CH:12]=[CH:13][C:14]([O:17][CH2:24][C:23]2[CH:26]=[CH:27][CH:28]=[C:21]([O:20][C:19]([F:18])([F:29])[F:30])[CH:22]=2)=[CH:15][CH:16]=1)[CH2:5][C:6]([O:8][CH2:9][CH3:10])=[O:7])[CH3:2] |f:3.4|. Reported procedure: Ethyl 3-ethoxy-3-(4-hydroxyphenyl)propionate (100 mg, 0.420 mmol) produced in Example 1 (1C) and 3-trifluoromethoxybenzyl alcohol (123 mg, 0.640 mmol) were dissolved in tetrahydrofuran (2 mL), and triphenylphosphine (165 mg, 0.629 mmol) and a diethyl azodicarboxylate toluene solution (2.2 M, 290 μL, 0.638 mmol) were added thereto at room temperature, and then, the resulting mixture was stirred under a nitrogen atmosphere at room temperature for 4 hours. The solvent in the reaction solution was d... Starting materials: BrB(Br)Br, ClCCl, COc1cc(C=O)cc(F)c1O, O. Product: O=Cc1cc(O)c(O)c(F)c1. Reaction SMILES: [B:13]([Br:14])([Br:15])[Br:16].[Cl:18][CH2:19][Cl:20].[F:1][c:2]1[cH:3][c:4]([CH:5]=[O:6])[cH:7][c:8]([O:11][CH3:12])[c:9]1[OH:10].[OH2:17]>>[F:1][c:2]1[cH:3][c:4]([CH:5]=[O:6])[cH:7][c:8]([OH:11])[c:9]1[OH:10]. The reactants are Cl.C1(=CC=CC=C1)CN[C@@]12CCCCC[C@H]2CC2=C1C=CC=C2 ((±)-Cis-6,7,8,9,9a,10-hexahydro-N-(phenylmethyl)benz-[a]azul-en-4b(5H)-amine monohydrochloride), CCOCC (ether), C(C)(=O)OCC (ethyl acetate). Reagents/catalysts: [Pd] (palladium on carbon). The solvent is CO (methanol), O1CCCC1 (tetrahydrofuran). Run at time 18 minute. Yields the product Cl.C1=CC=CC2=C1C[C@@H]1CCCCC[C@]21N ((±)-Cis-6,7,8,9,9a,10-hexahydrobenz[a]azulen-4b(5H)-amine monohydrochloride). The yield is 54.0%. Reaction SMILES: [ClH:1].C1(C[NH:9][C@@:10]23[C:19]4[CH:20]=[CH:21][CH:22]=[CH:23][C:18]=4[CH2:17][C@@H:16]2[CH2:15][CH2:14][CH2:13][CH2:12][CH2:11]3)C=CC=CC=1.CCOCC.C(OCC)(=O)C>CO.O1CCCC1.[Pd]>[ClH:1].[CH:23]1[C:18]2[CH2:17][C@H:16]3[C@@:10]([NH2:9])([C:19]=2[CH:20]=[CH:21][CH:22]=1)[CH2:11][CH2:12][CH2:13][CH2:14][CH2:15]3 |f:0.1,7.8|. Procedure: To a solution of the benzylamine from Example 83 in methanol (50 ml) and tetrahydrofuran (50 ml) was added 0.5 g of 20% palladium on carbon. The reaction was hydrogenated for 18 minutes and stopped. The catalyst was removed by filtration and the solvent was concentrated under reduced pressure. The residue was partitioned between 0.1N hydrochloric acid and dichloromethane. The dichloromethane was dried (MgSO4), filtered and concentrated in vacuo to yield a brown oil. The oil was slurried with eth...